From a dataset of the Open Reaction Database (ORD), a public repository of structured organic reaction records. describe an organic reaction: reactants, conditions, products, and yield Starting materials: CC1=NN=C2N1N=C(C=C2)C2=CC(=CC=C2)N (3-methyl-6-(3-aminophenyl)-1,2,4-triazolo[4,3-b]pyridazine), C(C)(C)N(C(C)C)CC (N,N-diisopropylethylamine), C1(CCC1)C(=O)Cl (cyclobutane carboxylic acid chloride). The solvent is ClCCl (dichloromethane). Conditions: time 4 hour. The product is CC1=NN=C2N1N=C(C=C2)C=2C=C(C=CC2)NC(=O)C2CCC2 (N-[3-(3-Methyl-1,2,4-triazolo[4,3-b]pyridazin-6-yl)phenyl]cyclobutanecarboxamide). Isolated yield 25.7%. As a reaction SMILES: [CH3:1][C:2]1[N:6]2[N:7]=[C:8]([C:11]3[CH:16]=[CH:15][CH:14]=[C:13]([NH2:17])[CH:12]=3)[CH:9]=[CH:10][C:5]2=[N:4][N:3]=1.C(N(CC)C(C)C)(C)C.[CH:27]1([C:31](Cl)=[O:32])[CH2:30][CH2:29][CH2:28]1>ClCCl>[CH3:1][C:2]1[N:6]2[N:7]=[C:8]([C:11]3[CH:12]=[C:13]([NH:17][C:31]([CH:27]4[CH2:30][CH2:29][CH2:28]4)=[O:32])[CH:14]=[CH:15][CH:16]=3)[CH:9]=[CH:10][C:5]2=[N:4][N:3]=1. Procedure: To a solution of 7.0 g of 3-methyl-6-(3-aminophenyl)-1,2,4-triazolo[4,3-b]pyridazine in 1.5 liters of dichloromethane was added 6 ml of N,N-diisopropylethylamine and 4.0 g of cyclobutane carboxylic acid chloride. This soltution was stirred for 4 hours, washed with 200 ml of saturated aqueous sodium bicarbonate, dried and evaported in vacuo. A small amount of dichloromethane was added and the mixture warmed to give 2.45 g of crystals. A second crop (3.5 g) was recovered from the mother liquor. Re... The reactants are O=C(O)CCC(=O)O, COc1cc([N+](=O)[O-])c2nccc(C)c2c1Cl, COc1ccc(O)cc1, CCOCCO, [K+], COc1cc(NC(C)CCCN)c2nccc(C)c2c1Oc1cccc(C(F)(F)F)c1, [OH-], O. The product is COc1ccc(Oc2c(OC)cc([N+](=O)[O-])c3nccc(C)c23)cc1. RXN SMILES: [C:29]([OH:30])(=[O:31])[CH2:32][CH2:33][C:34]([OH:35])=[O:36].[CH3:12][c:13]1[cH:14][cH:15][n:16][c:17]2[c:18]([N+:26](=[O:27])[O-:28])[cH:19][c:20]([O:24][CH3:25])[c:21]([Cl:23])[c:22]12.[CH3:1][O:2][c:3]1[cH:4][cH:5][c:6]([OH:9])[cH:7][cH:8]1.[CH3:68][CH2:69][O:70][CH2:71][CH2:72][OH:73].[K+:11].[NH2:37][CH2:38][CH2:39][CH2:40][CH:41]([NH:42][c:43]1[cH:44][c:45]([O:46][CH3:47])[c:48]([O:49][c:50]2[cH:51][cH:52][cH:53][c:54]([C:55]([F:56])([F:57])[F:58])[cH:59]2)[c:60]2[c:61]1[n:62][cH:63][cH:64][c:65]2[CH3:66])[CH3:67].[OH-:10].[OH2:74]>>[CH3:1][O:2][c:3]1[cH:4][cH:5][c:6]([O:9][c:21]2[c:20]([O:24][CH3:25])[cH:19][c:18]([N+:26](=[O:27])[O-:28])[c:17]3[n:16][cH:15][cH:14][c:13]([CH3:12])[c:22]32)[cH:7][cH:8]1.